From a dataset of the Open Reaction Database (ORD), a public repository of structured organic reaction records. describe an organic reaction: reactants, conditions, products, and yield Reactants: ClC(=O)[C@@H]1C([C@H]1C=C(C(F)(F)F)Cl)(C)C (trans-1-chlorocarbonyl-3-(2-chloro-3,3,3-trifluoroprop-1-en-1-yl)-2,2-dimethylcyclopropane), N1=CC=CC=C1 (pyridine), C(#N)C(C1=CC(=CC=C1)OC1=CC=CC=C1)O ((+)-α-cyano-3-phenoxybenzyl alcohol). The solvent is O (Water). Run at time 16 hour. Yields the product ClC(=C[C@H]1C([C@H]1C(=O)OC(C1=CC(=CC=C1)OC1=CC=CC=C1)C#N)(C)C)C(F)(F)F ((+)-α-cyano-3-phenoxybenzyl (+)-cis-3-(2-chloro-3,3,3-trifluoroprop-1-en-1-yl)-2,2-dimethylcyclopropane carboxylate). As a reaction SMILES: Cl[C:2]([C@H:4]1[C@H:6]([CH:7]=[C:8]([Cl:13])[C:9]([F:12])([F:11])[F:10])[C:5]1([CH3:15])[CH3:14])=[O:3].N1C=CC=CC=1.[C:22]([CH:24]([OH:38])[C:25]1[CH:30]=[CH:29][CH:28]=[C:27]([O:31][C:32]2[CH:37]=[CH:36][CH:35]=[CH:34][CH:33]=2)[CH:26]=1)#[N:23]>O>[Cl:13][C:8]([C:9]([F:12])([F:11])[F:10])=[CH:7][C@@H:6]1[C@H:4]([C:2]([O:38][CH:24]([C:22]#[N:23])[C:25]2[CH:30]=[CH:29][CH:28]=[C:27]([O:31][C:32]3[CH:33]=[CH:34][CH:35]=[CH:36][CH:37]=3)[CH:26]=2)=[O:3])[C:5]1([CH3:15])[CH3:14]. Reported procedure: To the residue of (+)-cis/trans-1-chlorocarbonyl-3-(2-chloro-3,3,3-trifluoroprop-1-en-1-yl)-2,2-dimethylcyclopropane (obtained in Example 18) was added a mixture of pyridine (0.12 g) and (+)-α-cyano-3-phenoxybenzyl alcohol (0.33 g) and the mixture thus obtained was stirred for a period of 16 hours at the ambient temperature. Water (20 ml) was added and the mixture extracted with diethyl ether (3×10 ml). The combined extracts were washed with water, saturated sodium bicarbonate solution, and wate... Starting materials: FC=1C=CC=2N(C1)C(=C(N2)N)C (6-fluoro-3-methylimidazo[1,2-a]pyridin-2-amine), FC(CC(=O)Cl)(F)F (3,3,3-trifluoropropionyl chloride), C(C)(C)N(C(C)C)CC (N,N-diisopropylethylamine). Run in ClCCl (dichloromethane). Run at temperature 0 celsius, time 1 hour. The product is FC(CC(=O)NC=1N=C2N(C=C(C=C2)F)C1C)(F)F (3,3,3-trifluoro-N-(6-fluoro-3-methylimidazo[1,2-a]pyridin-2-yl)propanamide), ethyl acetate hexanes. The yield is 70.0%. RXN SMILES: [F:1][C:2]1[CH:3]=[CH:4][C:5]2[N:6]([C:8]([CH3:12])=[C:9]([NH2:11])[N:10]=2)[CH:7]=1.C(N(CC)C(C)C)(C)C.[F:22][C:23]([F:29])([F:28])[CH2:24][C:25](Cl)=[O:26]>ClCCl>[F:22][C:23]([F:29])([F:28])[CH2:24][C:25]([NH:11][C:9]1[N:10]=[C:5]2[CH:4]=[CH:3][C:2]([F:1])=[CH:7][N:6]2[C:8]=1[CH3:12])=[O:26]. Reported procedure: 6-fluoro-3-methylimidazo[1,2-a]pyridin-2-amine (0.033 g, 0.00020 mol) was dissolved in dichloromethane (3.0 mL) and N,N-diisopropylethylamine (0.070 mL, 0.00040 mol) was added. The reaction was cooled to 0° C. and 3,3,3-trifluoropropionyl chloride (29 uL, 0.00024 mol) was added. The mixture was warmed to room temperature and was stirred for 1 hour. Solvent removed and residue was chromatographed on silca (70% ethyl acetate/hexanes) to give 3,3,3-trifluoro-N-(6-fluoro-3-methylimidazo[1,2-a]pyridi... Reactants: C1(CCCCC1)=O (Cyclohexanone), C(#N)[BH3-].[Na+] (sodium cyanoborohydride), N[C@H]1[C@@H]2[C@]3(CC[C@H](C[C@H]3CC[C@H]2[C@@H]2CC[C@@H]([C@@]2(C)C1)C(=O)OC)O)C (methyl 11α-amino-3α-hydroxy-5β-androstane-17β-carboxylate). The solvent is C(C)O (ethanol), C(=O)(O)[O-].[Na+] (NaHCO3). The product is C1(CCCCC1)N[C@H]1[C@@H]2[C@]3(CC[C@H](C[C@H]3CC[C@H]2[C@@H]2CC[C@@H]([C@@]2(C)C1)C(=O)OC)O)C (Methyl 11α-cyclohexylamino-3α-hydroxy-5β-androstane-17β-carboxylate). As a reaction SMILES: [C:1]1(=O)[CH2:6][CH2:5][CH2:4][CH2:3][CH2:2]1.C([BH3-])#N.[Na+].[NH2:12][C@@H:13]1[CH2:30][C@@:28]2([CH3:29])[C@@H:24]([CH2:25][CH2:26][C@@H:27]2[C:31]([O:33][CH3:34])=[O:32])[C@H:23]2[C@H:14]1[C@:15]1([CH3:36])[C@H:20]([CH2:21][CH2:22]2)[CH2:19][C@H:18]([OH:35])[CH2:17][CH2:16]1>C(O)C.C([O-])(O)=O.[Na+]>[CH:1]1([NH:12][C@@H:13]2[CH2:30][C@@:28]3([CH3:29])[C@@H:24]([CH2:25][CH2:26][C@@H:27]3[C:31]([O:33][CH3:34])=[O:32])[C@H:23]3[C@H:14]2[C@:15]2([CH3:36])[C@H:20]([CH2:21][CH2:22]3)[CH2:19][C@H:18]([OH:35])[CH2:17][CH2:16]2)[CH2:6][CH2:5][CH2:4][CH2:3][CH2:2]1 |f:1.2,5.6|. Reported procedure: Cyclohexanone (2.9 ml) and sodium cyanoborohydride (2.512 g) were added to a stirred solution of methyl 11α-amino-3α-hydroxy-5β-androstane-17β-carboxylate (2.505 g) in ethanol (30 ml). After 5 h the mixture was diluted with 5% NaHCO3 solution and extracted with ether (×2). The extract was washed with water (×2), dried Na2SO4) and evaporated to leave a froth (2.544 g). A sample (0.39 g) was purified by preparative t.l.c. using CHCl3 :MeOH (19:1) to give the title compound [α]D -9°, νmax 1725 cm-1...